From a dataset of the Open Reaction Database (ORD), a public repository of structured organic reaction records. describe an organic reaction: reactants, conditions, products, and yield The reactants are solution, C[Si](C)(C)[N-][Si](C)(C)C.[Na+] (NaHMDS), C1CCOC1 (THF), ClC1=C(C=NN1C=1C=C(C(=O)OC)C=CC1)C(NC1CCCCC1)=O (methyl 3-[5-chloro-4-(cyclohexylcarbamoyl)pyrazol-1-yl]benzoate), ClC1=C(C=NN1C=1C=C(C(=O)OC)C=CC1)C(NC1CCCCC1)=O (methyl 3-[5-chloro-4-(cyclohexylcarbamoyl)pyrazol-1-yl]benzoate), C(CC)S (Propane thiol). The solvent is CN(C)C=O (DMF), C(C)(=O)OCC (Ethyl acetate), CN(C)C=O (DMF). Run at time 2 hour. The product is C1(CCCCC1)NC(=O)C=1C=NN(C1SCCC)C=1C=C(C(=O)OC)C=CC1 (Methyl 3-[4-(cyclohexylcarbamoyl)-5-propylsulfanyl-pyrazol-1-yl]benzoate). RXN SMILES: [CH2:1]([SH:4])[CH2:2][CH3:3].C[Si]([N-][Si](C)(C)C)(C)C.[Na+].C1COCC1.Cl[C:21]1[N:25]([C:26]2[CH:27]=[C:28]([CH:33]=[CH:34][CH:35]=2)[C:29]([O:31][CH3:32])=[O:30])[N:24]=[CH:23][C:22]=1[C:36](=[O:44])[NH:37][CH:38]1[CH2:43][CH2:42][CH2:41][CH2:40][CH2:39]1>CN(C=O)C.C(OCC)(=O)C>[CH:38]1([NH:37][C:36]([C:22]2[CH:23]=[N:24][N:25]([C:26]3[CH:27]=[C:28]([CH:33]=[CH:34][CH:35]=3)[C:29]([O:31][CH3:32])=[O:30])[C:21]=2[S:4][CH2:1][CH2:2][CH3:3])=[O:44])[CH2:43][CH2:42][CH2:41][CH2:40][CH2:39]1 |f:1.2|. Procedure details: Propane thiol (48 mg, 0.57 mmol) was dissolved in DMF (3 mL) and treated at ambient temperature with a 1M solution of NaHMDS in THF (0.63 mL, 0.63 mmol). After stirring for 15 min a solution of methyl 3-[5-chloro-4-(cyclohexylcarbamoyl)pyrazol-1-yl]benzoate (Intermediate #19) (205 mg, 0.57 mmol) in DMF (5 mL) was added and stirring continued for 2 h. Ethyl acetate (50 mL) was added and the mixture washed with water (3×20 mL), dried (MgSO4) and evaporated to give an oil which was purified by chro... The reactants are C(N)(=O)C=1N=C2N(CCOC3=C2C=CC(=C3)C(=O)OC)C1 (methyl 2-carbamoyl-5,6-dihydrobenzo[f]imidazo[1,2-d][1,4]oxazepine-9-carboxylate), COC(N(C)C)OC (1,1-dimethoxy-N,N-dimethylmethanamine). Solvent: C(OC)COC (dimethoxyethane). Reaction conditions: temperature 90 celsius. Product: C(C)(C)N1N=CN=C1C=1N=C2N(CCOC3=C2C=CC(=C3)C(=O)OC)C1 (methyl 2-(1-isopropyl-1H-1,2,4-triazol-5-yl)-5,6-dihydrobenzo[f]imidazo[1,2-d][1,4]oxazepine-9-carboxylate). RXN SMILES: [C:1]([C:4]1[N:5]=[C:6]2[C:12]3[CH:13]=[CH:14][C:15]([C:17]([O:19][CH3:20])=[O:18])=[CH:16][C:11]=3[O:10][CH2:9][CH2:8][N:7]2[CH:21]=1)(=O)[NH2:2].COC(OC)[N:25]([CH3:27])C>C(COC)OC>[CH:4]([N:5]1[C:1]([C:4]2[N:5]=[C:6]3[C:12]4[CH:13]=[CH:14][C:15]([C:17]([O:19][CH3:20])=[O:18])=[CH:16][C:11]=4[O:10][CH2:9][CH2:8][N:7]3[CH:21]=2)=[N:2][CH:27]=[N:25]1)([CH3:21])[CH3:1]. Reported procedure: Alternatively, methyl 2-carbamoyl-5,6-dihydrobenzo[f]imidazo[1,2-d][1,4]oxazepine-9-carboxylate (370 mg, 1.3 mmol) in dimethoxyethane (3 mL) was treated with 1,1-dimethoxy-N,N-dimethylmethanamine (1 mL, 7.5 mmol) and heated to 90° C. for 0.5 h. LC/MS indicated major desired product. After cooling, the reaction was concentrated to give the crude acylamidine and then suspended in acetic acid (2.3 mL), treated with isopropylhydrazine hydrochloride (0.29 g, 2.5 mmol). The mixture was heated at 75° C...